Dataset: the Open Reaction Database (ORD), a public repository of structured organic reaction records. Task: describe an organic reaction: reactants, conditions, products, and yield Reactants: O=C([O-])[O-], COc1ccc(N)cc1C(F)(F)F, O=C(Cl)Oc1ccccc1, [K+], [K+], C1CCOC1. Yields the product COc1ccc(NC(=O)Oc2ccccc2)cc1C(F)(F)F. Reaction SMILES: [C:14](=[O:15])([O-:16])[O-:17].[CH3:1][O:2][c:3]1[c:4]([C:10]([F:11])([F:12])[F:13])[cH:5][c:6]([NH2:7])[cH:8][cH:9]1.[Cl:20][C:21](=[O:22])[O:23][c:24]1[cH:25][cH:26][cH:27][cH:28][cH:29]1.[K+:18].[K+:19].[O:30]1[CH2:31][CH2:32][CH2:33][CH2:34]1>>[CH3:1][O:2][c:3]1[c:4]([C:10]([F:11])([F:12])[F:13])[cH:5][c:6]([NH:7][C:21](=[O:22])[O:23][c:24]2[cH:25][cH:26][cH:27][cH:28][cH:29]2)[cH:8][cH:9]1. Starting materials: COC=1C=C(C=CC1)C=1C=C(C(=O)OC)C=CC1 (methyl 3-(3-methoxyphenyl)-benzoate), B(Br)(Br)Br (boron tribromide). Solvent: C(Cl)Cl (methylene chloride), C(Cl)Cl (methylene chloride). Run at temperature -78 celsius, time 30 minute. Yields the product COC(=O)C=1C=C(C=CC1)C1=CC(=CC=C1)O (3′-hydroxy-[1,1′-biphenyl]-3-carboxylic acid methyl ester). Yield: 55.2%. As a reaction SMILES: C[O:2][C:3]1[CH:4]=[C:5]([C:9]2[CH:10]=[C:11]([CH:16]=[CH:17][CH:18]=2)[C:12]([O:14][CH3:15])=[O:13])[CH:6]=[CH:7][CH:8]=1.B(Br)(Br)Br>C(Cl)Cl>[CH3:15][O:14][C:12]([C:11]1[CH:10]=[C:9]([C:5]2[CH:6]=[CH:7][CH:8]=[C:3]([OH:2])[CH:4]=2)[CH:18]=[CH:17][CH:16]=1)=[O:13]. Procedure details: To a −78° C. solution of methyl 3-(3-methoxyphenyl)-benzoate (1.48 g) in anhydrous methylene chloride (16 mL) was added dropwise a solution of boron tribromide in methylene chloride (1.0 M, 16.3 mL). The mixture was stirred at −78° C. for 30 min, allowed to warm to 0° C., and stirred for 2 h. The mixture was quenched by addition of saturated aqueous sodium bicarbonate (50 mL), and diluted with methylene chloride (50 mL). The mixture was placed in a separatory funnel, and the organic layer was se... The reactants are C#CCCCC (1-Hexyne), BrCCCC(=O)OCC (ethyl 4-bromobutyrate), C([O-])([O-])=O.[Cs+].[Cs+] (cesium carbonate). The reagents and catalysts are [Cu](I)I (copper iodide), [CH2-]C=C.[CH2-]C=C.Cl[Pd+].Cl[Pd+] (allylpalladium(II) chloride dimer), [Cl-].C12(CC3CC(CC(C1)C3)C2)[N+]2=CN(C=C2)C23CC1CC(CC(C2)C1)C3 (1,3-bis(1-adamantyl)imidazolium chloride). Solvent: CCOCC (ether). Conditions: temperature 45 celsius, time 17 hour. Product: C(C)OC(CCCC#CCCCC)=O (dec-5-ynoic acid ethyl ester). Isolated yield 72.8%. RXN SMILES: [CH:1]#[C:2][CH2:3][CH2:4][CH2:5][CH3:6].Br[CH2:8][CH2:9][CH2:10][C:11]([O:13][CH2:14][CH3:15])=[O:12].C(=O)([O-])[O-].[Cs+].[Cs+]>CCOCC.[Cu](I)I.[CH2-]C=C.[CH2-]C=C.Cl[Pd+].Cl[Pd+].[Cl-].C12([N+]3C=CN(C45CC6CC(CC(C6)C4)C5)C=3)CC3CC(CC(C3)C1)C2>[CH2:14]([O:13][C:11](=[O:12])[CH2:10][CH2:9][CH2:8][C:1]#[C:2][CH2:3][CH2:4][CH2:5][CH3:6])[CH3:15] |f:2.3.4,7.8.9.10,11.12|. Reported procedure: 1-Hexyne (43 μl, 0.38 mmol) and ethyl 4-bromobutyrate (40 μl, 0.28 mmol) were added to a suspension of 1,3-bis(1-adamantyl)imidazolium chloride (5.2 mg, 0.014 mmol), copper iodide (4.1 mg, 0.022 mmol), allylpalladium(II) chloride dimer (2.6 mg, 0.071 mmol) and cesium carbonate (127 mg, 0.390 mmol) in anhydrous ether (0.37 ml)-anhydrous DMF (0.185 ml) at room temperature in a nitrogen stream, and the mixture was stirred at 45° C. for 17 hours. The reaction mixture was extracted with pentane. The ... Reactants: CCCCO, CC1(C)OCCc2c1[nH]c1ccccc21, CN(C)C=O, ClCc1ccccc1, [H-], [Na+]. Product: CC1(C)OCCc2c1n(Cc1ccccc1)c1ccccc21. As a reaction SMILES: [CH2:26]([OH:27])[CH2:28][CH2:29][CH3:30].[CH3:1][C:2]1([CH3:15])[O:3][CH2:4][CH2:5][c:6]2[c:7]1[nH:8][c:9]1[cH:10][cH:11][cH:12][cH:13][c:14]21.[CH3:31][N:32]([CH3:33])[CH:34]=[O:35].[Cl:18][CH2:19][c:20]1[cH:21][cH:22][cH:23][cH:24][cH:25]1.[H-:16].[Na+:17]>>[CH3:1][C:2]1([CH3:15])[O:3][CH2:4][CH2:5][c:6]2[c:7]1[n:8]([CH2:19][c:20]1[cH:21][cH:22][cH:23][cH:24][cH:25]1)[c:9]1[cH:10][cH:11][cH:12][cH:13][c:14]21. The product is COc1ccc(Cl)cc1NC(=O)Cc1cccc(C(F)(F)F)c1. As a reaction SMILES: [CH:1]1([N:2]=[C:3]=[N:4][CH:5]2[CH2:6][CH2:7][CH2:8][CH2:9][CH2:10]2)[CH2:11][CH2:12][CH2:13][CH2:14][CH2:15]1.[Cl:30][c:31]1[cH:32][cH:33][c:34]([O:38][CH3:39])[c:35]([NH2:36])[cH:37]1.[Cl:40][CH2:41][Cl:42].[F:16][C:17]([c:18]1[cH:19][c:20]([CH2:24][C:25](=[O:26])[OH:27])[cH:21][cH:22][cH:23]1)([F:28])[F:29]>>[F:16][C:17]([c:18]1[cH:19][c:20]([CH2:24][C:25](=[O:27])[NH:36][c:35]2[c:34]([O:38][CH3:39])[cH:33][cH:32][c:31]([Cl:30])[cH:37]2)[cH:21][cH:22][cH:23]1)([F:28])[F:29]. Starting materials: C(=NC1CCCCC1)=NC1CCCCC1, COc1ccc(Cl)cc1N, ClCCl, O=C(O)Cc1cccc(C(F)(F)F)c1.